Task: describe an organic reaction: reactants, conditions, products, and yield. Dataset: the Open Reaction Database (ORD), a public repository of structured organic reaction records Reactants: C1(CC1)N1C=C(C(C2=C(C(=C(C(=C12)OC)F)F)[N+](=O)[O-])=O)C(=O)O (1-cyclopropyl-6,7-difluoro-1,4-dihydro-8-methoxy-5-nitro-4-oxo-3-quinolinecarboxylic acid). Reagents/catalysts: [C].[Pd] (palladium-carbon). The solvent is C(C)O.CN(C)C=O (ethanol DMF), [H][H] (hydrogen). Yields the product NC1=C2C(C(=CN(C2=C(C(=C1F)F)OC)C1CC1)C(=O)O)=O (5-amino-1-cyclopropyl-6,7-difluoro-1,4-dihydro-8-methoxy-4-oxo-3-quinolinecarboxylic acid). Isolated yield 62.3%. As a reaction SMILES: [CH:1]1([N:4]2[C:13]3[C:8](=[C:9]([N+:18]([O-])=O)[C:10]([F:17])=[C:11]([F:16])[C:12]=3[O:14][CH3:15])[C:7](=[O:21])[C:6]([C:22]([OH:24])=[O:23])=[CH:5]2)[CH2:3][CH2:2]1>C(O)C.CN(C=O)C.[H][H].[C].[Pd]>[NH2:18][C:9]1[C:10]([F:17])=[C:11]([F:16])[C:12]([O:14][CH3:15])=[C:13]2[C:8]=1[C:7](=[O:21])[C:6]([C:22]([OH:24])=[O:23])=[CH:5][N:4]2[CH:1]1[CH2:2][CH2:3]1 |f:1.2,4.5|. Procedure details: To a solution of 1-cyclopropyl-6,7-difluoro-1,4-dihydro-8-methoxy-5-nitro-4-oxo-3-quinolinecarboxylic acid (322 mg) in ethanol-DMF (4:1) was added 10% palladium-carbon (25 mg) and the mixture was stirred in hydrogen gas atomosphere for 6 hours at room temperature. The catalyst was filtered off and washed with a solution of chloroform-methanol-concentrated aqueous ammonia (10:10:3). The filtrate and washings were combined and concentrated. The residue was recrystallized from a solution of chlorof... Starting materials: COc1ccc(CN2CCN(Cc3ccc(NC(=O)c4ccc(-c5c(Cl)c(OC)cc(OC)c5Cl)c5cccnc45)nc3)CC2)cc1, CO, ClCCl. Product: COc1cc(OC)c(Cl)c(-c2ccc(C(=O)Nc3ccc(CN4CCNCC4)cn3)c3ncccc23)c1Cl. As a reaction SMILES: [CH3:1][O:2][c:3]1[cH:4][cH:5][c:6]([CH2:7][N:8]2[CH2:9][CH2:10][N:11]([CH2:14][c:15]3[cH:16][cH:17][c:18]([NH:21][C:22](=[O:23])[c:24]4[cH:25][cH:26][c:27](-[c:34]5[c:35]([Cl:45])[c:36]([O:43][CH3:44])[cH:37][c:38]([O:41][CH3:42])[c:39]5[Cl:40])[c:28]5[cH:29][cH:30][cH:31][n:32][c:33]45)[n:19][cH:20]3)[CH2:12][CH2:13]2)[cH:46][cH:47]1.[CH3:51][OH:52].[Cl:48][CH2:49][Cl:50]>>[NH:8]1[CH2:9][CH2:10][N:11]([CH2:14][c:15]2[cH:16][cH:17][c:18]([NH:21][C:22](=[O:23])[c:24]3[cH:25][cH:26][c:27](-[c:34]4[c:35]([Cl:45])[c:36]([O:43][CH3:44])[cH:37][c:38]([O:41][CH3:42])[c:39]4[Cl:40])[c:28]4[cH:29][cH:30][cH:31][n:32][c:33]34)[n:19][cH:20]2)[CH2:12][CH2:13]1. The reactants are CN(C=CC(=O)C1=NN(C=CC1=O)C1=C(C=CC=C1)N1CCOCC1)C (3-[3-(dimethylamino)prop-2-enoyl]-1-(2-morpholin-4-ylphenyl)pyridazin-4(1H)-one), C1(=CC=CC=C1)NN (phenylhydrazine). Run in CO (methanol). The product is N1(CCOCC1)C1=C(C=CC=C1)N1N=C(C(C=C1)=O)C1=CC=NN1C1=CC=CC=C1 (1-(2-morpholin-4-ylphenyl)-3-(1-phenyl-1H-pyrazol-5-yl)pyridazin-4(1H)-one). The yield is 5.1%. RXN SMILES: C[N:2](C)[CH:3]=[CH:4][C:5]([C:7]1[C:12](=[O:13])[CH:11]=[CH:10][N:9]([C:14]2[CH:19]=[CH:18][CH:17]=[CH:16][C:15]=2[N:20]2[CH2:25][CH2:24][O:23][CH2:22][CH2:21]2)[N:8]=1)=O.[C:27]1([NH:33]N)[CH:32]=[CH:31][CH:30]=[CH:29][CH:28]=1>CO>[N:20]1([C:15]2[CH:16]=[CH:17][CH:18]=[CH:19][C:14]=2[N:9]2[CH:10]=[CH:11][C:12](=[O:13])[C:7]([C:5]3[N:33]([C:27]4[CH:32]=[CH:31][CH:30]=[CH:29][CH:28]=4)[N:2]=[CH:3][CH:4]=3)=[N:8]2)[CH2:21][CH2:22][O:23][CH2:24][CH2:25]1. Procedure: To a solution of 3-[3-(dimethylamino)prop-2-enoyl]-1-(2-morpholin-4-ylphenyl)pyridazin-4(1H)-one (crude, 870 mg, 2.46 mmol) 20 mL of methanol was added phenylhydrazine (400 mg, 3.69 mmol). The mixture was refluxed for 4 h and concentrated. The residue was dissolved in dichloromethane (20 mL), washed with 1N HCl aqueous solution and brine, dried over Na2SO4, and concentrated under reduced pressure. The residue was purified by prep-HPLC to give 1-(2-morpholin-4-ylphenyl)-3-(1-phenyl-1H-pyrazol-5-y... The reactants are COC1=CC=C(CBr)C=C1 (4-methoxybenzyl bromide), Aldimine, C=CCO[C@@H]([C@@H]1C[C@@H]2CC[N+]1(C[C@@H]2C=C)CC3=CC=CC=C3)C4=CC=NC5=CC=CC=C45.[Br-] (O-allyl-N-benzylcinchonidinium bromide), C1(=CC=CC=C1)C (toluene), [OH-].[K+] (KOH). Conditions: temperature 0 celsius, time 30 minute. Product: NC(C(=O)OC(C)(C)C)(CC1=CC=C(C=C1)OC)C (tert-butyl 2-amino-3-(4-methoxyphenyl)-2-methylpropanoate). As a reaction SMILES: C=CC[O:4][C@H:5](C1C2C(=CC=CC=2)N=CC=1)[C@H:6]1[N+:11]2(CC3C=CC=CC=3)C[C@H](C=C)[C@@H](CC2)[CH2:7]1.[Br-].[OH-:34].[K+].[CH3:36][O:37][C:38]1[CH:45]=[CH:44][C:41]([CH2:42]Br)=[CH:40][CH:39]=1.[C:46]1([CH3:52])[CH:51]=CC=C[CH:47]=1>>[NH2:11][C:6]([CH3:7])([CH2:42][C:41]1[CH:44]=[CH:45][C:38]([O:37][CH3:36])=[CH:39][CH:40]=1)[C:5]([O:34][C:46]([CH3:47])([CH3:51])[CH3:52])=[O:4] |f:0.1,2.3|. Procedure details: Aldimine (2.00 g, 7.47 mmol) and O-allyl-N-benzylcinchonidinium bromide (0.38 g, 0.75 mmol, 0.10 equiv) were mixed with toluene (20 mL) at ambient temperature. The mixture was stirred for 30 min and then was cooled to 0° C. Powdered KOH (2.10 g, 37.35 mmol, 5 equiv) was added at once to convert the thin slurry into a yellow solution. The mixture was stirred for 5 min and 4-methoxybenzyl bromide (7.51 g, 37.35 mmol, 5 equiv) was added at 0 to 1° C. The solution was allowed to warm and was stirred... Starting materials: C[Si](C)(C)CCOCn1nc(I)c2cc(Br)cnc21, C1CCOC1, OB(O)c1ccccc1OC(F)(F)F. Yields the product C[Si](C)(C)CCOCn1nc(-c2ccccc2OC(F)(F)F)c2cc(Br)cnc21. As a reaction SMILES: [Br:1][c:2]1[cH:3][c:4]2[c:5]([n:6][cH:7]1)[n:8]([CH2:12][O:13][CH2:14][CH2:15][Si:16]([CH3:17])([CH3:18])[CH3:19])[n:9][c:10]2[I:11].[CH2:34]1[O:35][CH2:36][CH2:37][CH2:38]1.[F:20][C:21]([O:22][c:23]1[c:24]([B:29]([OH:30])[OH:31])[cH:25][cH:26][cH:27][cH:28]1)([F:32])[F:33]>>[Br:1][c:2]1[cH:3][c:4]2[c:5]([n:6][cH:7]1)[n:8]([CH2:12][O:13][CH2:14][CH2:15][Si:16]([CH3:17])([CH3:18])[CH3:19])[n:9][c:10]2-[c:24]1[c:23]([O:22][C:21]([F:20])([F:32])[F:33])[cH:28][cH:27][cH:26][cH:25]1. The reactants are C(C1=CC=CC=C1)OC=1C=C(C=C(C1)F)CC(=O)OCC (ethyl 3-benzyloxy-5-fluorophenylacetate), C(C1=CC=CC=C1)OC=1C=C(C=C(C1)F)C1(CCOCC1)C(=O)OCC (ethyl 4-(3-benzyloxy-5-fluorophenyl)-3,4,5,6-tetrahydro-2H-pyran-4-carboxylate), ClCCOCCCl (bis-(2-chloroethyl) ether). Product: C(C1=CC=CC=C1)OC=1C=C(C=C(C1)F)C1(CCCC1)C(=O)OCC (Ethyl 1-(3-benzyloxy-5-fluorophenyl)cyclopentane-1-carboxylate). Reaction SMILES: C(OC1C=C(CC(OCC)=O)C=C(F)C=1)C1C=CC=CC=1.[CH2:22]([O:29][C:30]1[CH:31]=[C:32]([C:37]2([C:43]([O:45][CH2:46][CH3:47])=[O:44])[CH2:42][CH2:41]O[CH2:39][CH2:38]2)[CH:33]=[C:34]([F:36])[CH:35]=1)[C:23]1[CH:28]=[CH:27][CH:26]=[CH:25][CH:24]=1.ClCCOCCCl>>[CH2:22]([O:29][C:30]1[CH:31]=[C:32]([C:37]2([C:43]([O:45][CH2:46][CH3:47])=[O:44])[CH2:38][CH2:39][CH2:41][CH2:42]2)[CH:33]=[C:34]([F:36])[CH:35]=1)[C:23]1[CH:24]=[CH:25][CH:26]=[CH:27][CH:28]=1. Procedure details: The titled compound was prepared from ethyl 3-benzyloxy-5-fluorophenylacetate according to the preparation of ethyl 4-(3-benzyloxy-5-fluorophenyl)-3,4,5,6-tetrahydro-2H-pyran-4-carboxylate except substituting 1,4-dibromobutane for bis-(2-chloroethyl) ether. Reactants: COC1=CC=C(C=C1)N1C(=C(C2=CC=CC=C12)S(=O)(=O)C)C=1C(=NOC1C)C (4-(1-(4-Methoxyphenyl)-3-(methylsulfonyl)-1H-indol-2-yl)-3,5-dimethylisoxazole), O (Water), CCOC(=O)C (EtOAc), B(Br)(Br)Br (BBr3). Run in C(Cl)Cl (DCM). Conditions: temperature -78 celsius. Product: CC1=NOC(=C1C=1N(C2=CC=CC=C2C1S(=O)(=O)C)C1=CC=C(C=C1)O)C (4-[2-(3,5-dimethyl-isoxazol-4-yl)-3-methanesulfonyl-indol-1-yl]-phenol). Yield: 27.0%. As a reaction SMILES: C[O:2][C:3]1[CH:8]=[CH:7][C:6]([N:9]2[C:17]3[C:12](=[CH:13][CH:14]=[CH:15][CH:16]=3)[C:11]([S:18]([CH3:21])(=[O:20])=[O:19])=[C:10]2[C:22]2[C:23]([CH3:28])=[N:24][O:25][C:26]=2[CH3:27])=[CH:5][CH:4]=1.B(Br)(Br)Br.O.CCOC(C)=O>C(Cl)Cl>[CH3:28][C:23]1[C:22]([C:10]2[N:9]([C:6]3[CH:5]=[CH:4][C:3]([OH:2])=[CH:8][CH:7]=3)[C:17]3[C:12]([C:11]=2[S:18]([CH3:21])(=[O:20])=[O:19])=[CH:13][CH:14]=[CH:15][CH:16]=3)=[C:26]([CH3:27])[O:25][N:24]=1. Reported procedure: 4-(1-(4-Methoxyphenyl)-3-(methylsulfonyl)-1H-indol-2-yl)-3,5-dimethylisoxazole was dissolved in 2 ml of dry DCM and cooled to −78° C. under nitrogen. BBr3 (31 μl, 0.33 mmol) was added and the temperature was allowed to warm to RT for 2 h. Water and EtOAc were added and the phases were separated. After evaporation of the solvents, the residue was purified by preparative HPLC to provide 4-[2-(3,5-dimethyl-isoxazol-4-yl)-3-methanesulfonyl-indol-1-yl]-phenol in 27% yield. ES/MS m/z: 383.11 (M+H), 38... Starting materials: CO, CC(=O)O, Nc1ccc(C(=O)c2ccc(F)cc2)cc1[N+](=O)[O-]. The product is Nc1ccc(C(O)c2ccc(F)cc2)cc1[N+](=O)[O-]. Reaction SMILES: [CH3:20][OH:21].[CH3:22][C:23](=[O:24])[OH:25].[NH2:1][c:2]1[c:3]([N+:17](=[O:18])[O-:19])[cH:4][c:5]([C:8](=[O:9])[c:10]2[cH:11][cH:12][c:13]([F:16])[cH:14][cH:15]2)[cH:6][cH:7]1>>[NH2:1][c:2]1[c:3]([N+:17](=[O:18])[O-:19])[cH:4][c:5]([CH:8]([OH:9])[c:10]2[cH:11][cH:12][c:13]([F:16])[cH:14][cH:15]2)[cH:6][cH:7]1.